From a dataset of the Open Reaction Database (ORD), a public repository of structured organic reaction records. describe an organic reaction: reactants, conditions, products, and yield Reactants: O=C1NC(C(N1)=O)P(OCC)(=O)OCC (diethyl 2,4-dioxoimidazolidine-5-phosphonate), [Na] (Sodium), C(=O)C=1C=C(OCCCC(=O)OCC)C=CC1[N+](=O)[O-] (ethyl 4-(3-formyl-4-nitrophenoxy)butanoate). Solvent: C(C)O (ethanol), C(C)O (ethanol). Reaction conditions: time 10 minute. Yields the product O=C1NC(C(N1)=O)=CC=1C=C(OCCCC(=O)OCC)C=CC1[N+](=O)[O-] (ethyl 4-[3-[(2,4-dioxoimidazolidin-5-ylidene)methyl]-4-nitrophenoxy]butanoate). Yield: 93.7%. As a reaction SMILES: [Na].[O:2]=[C:3]1[NH:7][C:6](=[O:8])[CH:5](P(OCC)(=O)OCC)[NH:4]1.[CH:17]([C:19]1[CH:20]=[C:21]([CH:31]=[CH:32][C:33]=1[N+:34]([O-:36])=[O:35])[O:22][CH2:23][CH2:24][CH2:25][C:26]([O:28][CH2:29][CH3:30])=[O:27])=O>C(O)C>[O:2]=[C:3]1[NH:7][C:6](=[O:8])[C:5](=[CH:17][C:19]2[CH:20]=[C:21]([CH:31]=[CH:32][C:33]=2[N+:34]([O-:36])=[O:35])[O:22][CH2:23][CH2:24][CH2:25][C:26]([O:28][CH2:29][CH3:30])=[O:27])[NH:4]1 |^1:0|. Procedure details: Sodium (4.92 g, 0.21 g atom) was dissolved in absolute ethanol (600 mL) and diethyl 2,4-dioxoimidazolidine-5-phosphonate (50.5 g, 0.21 mole) added. After 10 minutes, a solution of ethyl 4-(3-formyl-4-nitrophenoxy)butanoate (50.0 g, 0.18 mole) in ethanol (100 mL) was added in one portion. The mixture was stirred for 2 hours, concentrated in vacuo to about 250 mL and diluted with water. After 20 minutes the precipitate was filtered off. Two further crops were subsequently collected from mother liq... Reactants: C1=C(C=CC2=CC=CC=C12)B(O)O (naphthalene-2-boronic acid), O(C1=CC=CC=C1)C(=O)N1C(CC(=CC1)OS(=O)(=O)C(F)(F)F)C (1-phenoxycarbonyl-2-methyl-4-trifluoromethanesulfonyloxy-1,2,3,6-tetrahydropyridine), [Cl-].[Li+] (lithium chloride). Reagents/catalysts: C1(=CC=CC=C1)P(C1=CC=CC=C1)C=1[C-](C=CC1)Cl.[CH-]1C=CC=C1.[Fe+2].[Pd+2] (palladium(II) diphenylphosphino-ferrocenyl chloride). Run in C([O-])([O-])=O.[Na+].[Na+] (sodium carbonate), C(OC)COC (dimethoxyethane), C(C)(=O)OCC (ethyl acetate), C([O-])([O-])=O.[Na+].[Na+] (sodium carbonate). Product: O(C1=CC=CC=C1)C(=O)N1C(CC(=CC1)C1=CC2=CC=CC=C2C=C1)C (1-phenoxycarbonyl-2-methyl-4-(naphth-2-yl)-1,2,3,6-tetrahydropyridine). Yield: 49.6%. Reaction SMILES: [CH:1]1[C:10]2[C:5](=[CH:6][CH:7]=[CH:8][CH:9]=2)[CH:4]=[CH:3][C:2]=1B(O)O.[O:14]([C:21]([N:23]1[CH2:28][CH:27]=[C:26](OS(C(F)(F)F)(=O)=O)[CH2:25][CH:24]1[CH3:37])=[O:22])[C:15]1[CH:20]=[CH:19][CH:18]=[CH:17][CH:16]=1.[Cl-].[Li+]>C(=O)([O-])[O-].[Na+].[Na+].C(COC)OC.C(OCC)(=O)C.C1(P(C2[C-](Cl)C=CC=2)C2C=CC=CC=2)C=CC=CC=1.[CH-]1C=CC=C1.[Fe+2].[Pd+2]>[O:14]([C:21]([N:23]1[CH2:28][CH:27]=[C:26]([C:2]2[CH:3]=[CH:4][C:5]3[C:10](=[CH:9][CH:8]=[CH:7][CH:6]=3)[CH:1]=2)[CH2:25][CH:24]1[CH3:37])=[O:22])[C:15]1[CH:16]=[CH:17][CH:18]=[CH:19][CH:20]=1 |f:2.3,4.5.6,9.10.11.12|. Procedure: A mixture of 5.46 gm (31.8 mMol) naphthalene-2-boronic acid, 8.28 gm (22.7 mMol) 1-phenoxycarbonyl-2-methyl-4-trifluoromethanesulfonyloxy-1,2,3,6-tetrahydropyridine, 0.741 gm (0.91 mMol) palladium(II) diphenylphosphino-ferrocenyl chloride, and 2.88 gm (68 mMol) lithium chloride in 25 mL 2M aqueous sodium carbonate and 96 mL dimethoxyethane was heated at reflux for about 18 hours. The reaction mixture was cooled to room temperature and was diluted with ethyl acetate and saturated aqueous sodium c...